From a dataset of the Open Reaction Database (ORD), a public repository of structured organic reaction records. describe an organic reaction: reactants, conditions, products, and yield Reported procedure: Similarly prepared from ethyl 2-methyl-2-[4-(2-{[4-(trifluoromethyl)benzyl]amino}ethyl)phenoxy]propanoate and 2,6-dichloro benzothiazole. 1H NMR (CDCl3) δ 7.55 (d, 2H, J=8.0), 7.52 (d, 1H, J=2.0), 7.47 (d, 1H, J=8.0), 7.32 (d, 2H, J=8.0), 7.24 (dd, 1H, J=8.0; 2.0), 7.07 (d, 2H, J=8.6), 6.86 (d, 2H, J=8.6), 4.67 (s, 2H), 3.65 (t, 2H, J=7.2), 2.93 (t, 2H, J=7.2), 1.53 (s, 6H). MS: m/z 549 (M+1). As a reaction SMILES: [CH3:1][C:2]([O:9][C:10]1[CH:15]=[CH:14][C:13]([CH2:16][CH2:17][NH:18][CH2:19][C:20]2[CH:25]=[CH:24][C:23]([C:26]([F:29])([F:28])[F:27])=[CH:22][CH:21]=2)=[CH:12][CH:11]=1)([CH3:8])[C:3]([O:5]CC)=[O:4].Cl[C:31]1[S:32][C:33]2[CH:39]=[C:38]([Cl:40])[CH:37]=[CH:36][C:34]=2[N:35]=1>>[Cl:40][C:38]1[CH:37]=[CH:36][C:34]2[N:35]=[C:31]([N:18]([CH2:19][C:20]3[CH:25]=[CH:24][C:23]([C:26]([F:29])([F:28])[F:27])=[CH:22][CH:21]=3)[CH2:17][CH2:16][C:13]3[CH:12]=[CH:11][C:10]([O:9][C:2]([CH3:8])([CH3:1])[C:3]([OH:5])=[O:4])=[CH:15][CH:14]=3)[S:32][C:33]=2[CH:39]=1. Starting materials: CC(C(=O)OCC)(C)OC1=CC=C(C=C1)CCNCC1=CC=C(C=C1)C(F)(F)F (ethyl 2-methyl-2-[4-(2-{[4-(trifluoromethyl)benzyl]amino}ethyl)phenoxy]propanoate), ClC=1SC2=C(N1)C=CC(=C2)Cl (2,6-dichloro benzothiazole). The product is ClC1=CC2=C(N=C(S2)N(CCC2=CC=C(OC(C(=O)O)(C)C)C=C2)CC2=CC=C(C=C2)C(F)(F)F)C=C1 (2-[4-(2-{(6-Chloro-1,3-benzothiazol-2-yl)[4-(trifluoromethyl)benzyl]amino}ethyl)phenoxy]-2-methylpropanoic acid). The reactants are ClCCl, CC, Cl, NC(=O)c1cc(-c2cccs2)cc2c(C3CCNCC3)n[nH]c12, O=S(=O)(Cl)Cl. Yields the product CCS(=O)(=O)N1CCC(c2n[nH]c3c(C(N)=O)cc(-c4cccs4)cc23)CC1. Reaction SMILES: [CH2:32]([Cl:33])[Cl:34].[CH3:30][CH3:31].[ClH:1].[NH:2]1[CH2:3][CH2:4][CH:5]([c:8]2[n:9][nH:10][c:11]3[c:12]([C:22](=[O:23])[NH2:24])[cH:13][c:14](-[c:17]4[s:18][cH:19][cH:20][cH:21]4)[cH:15][c:16]23)[CH2:6][CH2:7]1.[S:25](=[O:26])(=[O:27])([Cl:28])[Cl:29]>>[N:2]1([S:25](=[O:26])(=[O:27])[CH2:30][CH3:31])[CH2:3][CH2:4][CH:5]([c:8]2[n:9][nH:10][c:11]3[c:12]([C:22](=[O:23])[NH2:24])[cH:13][c:14](-[c:17]4[s:18][cH:19][cH:20][cH:21]4)[cH:15][c:16]23)[CH2:6][CH2:7]1. Reactants: C(Cl)Cl (methylene chloride), CN(C(CO)=O)C1=CC=CC=C1 (N-methyl-N-phenyl-2-hydroxyacetamide), FC(C1=NOC(=C1C1=CC=CC=C1)Cl)(F)F (3-trifluoromethyl-4-phenyl-5-chloroisoxazole), CC(C)([O-])C.[K+] (potassium t-butoxide). The solvent is C1CCOC1 (THF). Run at time 30 minute. Product: CN(C(COC1=C(C(=NO1)C(F)(F)F)C1=CC=CC=C1)=O)C1=CC=CC=C1 (N-Methyl-N-phenyl-2-(3-trifluoromethyl-4-phenyl-5-isoxazolyloxy)acetamide). Yield: 61.1%. RXN SMILES: [CH3:1][N:2]([C:7]1[CH:12]=[CH:11][CH:10]=[CH:9][CH:8]=1)[C:3](=[O:6])[CH2:4][OH:5].CC(C)([O-])C.[K+].[F:19][C:20]([F:34])([F:33])[C:21]1[C:25]([C:26]2[CH:31]=[CH:30][CH:29]=[CH:28][CH:27]=2)=[C:24](Cl)[O:23][N:22]=1.C(Cl)Cl>C1COCC1>[CH3:1][N:2]([C:7]1[CH:12]=[CH:11][CH:10]=[CH:9][CH:8]=1)[C:3](=[O:6])[CH2:4][O:5][C:24]1[O:23][N:22]=[C:21]([C:20]([F:34])([F:33])[F:19])[C:25]=1[C:26]1[CH:27]=[CH:28][CH:29]=[CH:30][CH:31]=1 |f:1.2|. Procedure: 0.99 g (6.0 mmole) of N-methyl-N-phenyl-2-hydroxyacetamide was dissolved in THF (6 ml) and the solution was mixed with 0.75 g (6.0 mmole) of 90% potassium t-butoxide with ice cooling. The mixture was stirred for 30 minutes and then 1.24 g (5.0 mmole) of 3-trifluoromethyl-4-phenyl-5-chloroisoxazole was added dropwise to the mixture. After being stirred for 30 minutes, the mixture was refluxed for 24 hours. After cooling the reaction mixture, 60 ml of methylene chloride was added and the mixture w...